Dataset: the Open Reaction Database (ORD), a public repository of structured organic reaction records. Task: describe an organic reaction: reactants, conditions, products, and yield Starting materials: COc1ccc(-n2cc(SC)c3ccccc32)cc1, ClCCl, O=C1CCC(=O)N1Br, CN(C)C=O, O. Yields the product COc1ccc(-n2c(Br)c(SC)c3ccccc32)cc1. RXN SMILES: [CH3:9][O:10][c:11]1[cH:12][cH:13][c:14](-[n:17]2[cH:18][c:19]([S:26][CH3:27])[c:20]3[cH:21][cH:22][cH:23][cH:24][c:25]23)[cH:15][cH:16]1.[Cl:29][CH2:30][Cl:31].[O:1]=[C:2]1[N:3]([Br:8])[C:4](=[O:5])[CH2:6][CH2:7]1.[O:32]=[CH:33][N:34]([CH3:35])[CH3:36].[OH2:28]>>[Br:8][c:18]1[n:17](-[c:14]2[cH:13][cH:12][c:11]([O:10][CH3:9])[cH:16][cH:15]2)[c:25]2[c:20]([c:19]1[S:26][CH3:27])[cH:21][cH:22][cH:23][cH:24]2. The product is CCCC(OC(C)=O)(C(C)=O)C(=O)OC(C)(C)C. Reactants: CC(=O)OC(C(C)=O)C(=O)OC(C)(C)C, CCCBr, [H-], [Na+], CN(C)C=O. Reaction SMILES: [C:1]([CH3:2])([CH3:3])([CH3:4])[O:5][C:6]([CH:7]([C:8](=[O:9])[CH3:10])[O:11][C:12]([CH3:13])=[O:14])=[O:15].[CH2:18]([CH2:19][CH3:20])[Br:21].[H-:17].[Na+:16].[O:22]=[CH:23][N:24]([CH3:25])[CH3:26]>>[C:1]([CH3:2])([CH3:3])([CH3:4])[O:5][C:6]([C:7]([C:8](=[O:9])[CH3:10])([O:11][C:12]([CH3:13])=[O:14])[CH2:18][CH2:19][CH3:20])=[O:15]. Reactants: solution, C(C)(=O)C1=CC=CC=C1 (acetophenone), C(C)(=O)OCC (ethyl acetate), Cl (hydrochloric acid). Solvent: O1CCCC1 (tetrahydrofuran), C1CCOC1 (THF). Conditions: time 4 hour. The product is OC(CC(=O)O[C@H]1[C@@H](CC[C@H](C1)C)C(C)C)(C)C1=CC=CC=C1 ((1R,2S,5R)-2-isopropyl-5-methylcyclohexyl 3-hydroxy-3-phenylbutanoate). Isolated yield 92.0%. As a reaction SMILES: [C:1]([C:4]1[CH:9]=[CH:8][CH:7]=[CH:6][CH:5]=1)(=[O:3])[CH3:2].Cl.[C:11]([O:14][CH2:15][CH3:16])(=[O:13])[CH3:12]>O1CCCC1>[OH:3][C:1]([C:4]1[CH:9]=[CH:8][CH:7]=[CH:6][CH:5]=1)([CH3:2])[CH2:12][C:11]([O:14][C@@H:15]1[CH2:5][C@H:4]([CH3:9])[CH2:1][CH2:2][C@H:16]1[CH:7]([CH3:8])[CH3:6])=[O:13]. Procedure details: 20.4 mL (20 mmol, 2 equivalents) of the solution of (−)-menthyl bromozincacetate in tetrahydrofuran obtained in Example 63 was added dropwise to a solution of 0.58 mL (5 mmol) of acetophenone in 3 mL of THF at 5˜7° C. The mixture was stirred at 3˜7° C. for 4 hours. 10 mL of 1H hydrochloric acid was added at 20° C. or lower, followed by dilution with 20 mL of ethyl acetate. Then, the layers were separated. The organic layer was washed successively with 5 mL of 1N hydrochloric acid, 5 mL of water,... Reactants: [Br-].C(CCCCCCCCCCCCCCC)[N+](C)(C)CC1=CC=CC=C1 (cetyl benzyl dimethyl ammonium bromide), [Cl-] (chloride). The product is [Br-].C(CCCCCCCCCCCCCCC)[N+](C)(C)C (cetyl trimethyl ammonium bromide). Reaction SMILES: [Br-:1].[CH2:2]([N+:18]([CH2:21]C1C=CC=CC=1)([CH3:20])[CH3:19])[CH2:3][CH2:4][CH2:5][CH2:6][CH2:7][CH2:8][CH2:9][CH2:10][CH2:11][CH2:12][CH2:13][CH2:14][CH2:15][CH2:16][CH3:17].[Cl-]>>[Br-:1].[CH2:2]([N+:18]([CH3:21])([CH3:19])[CH3:20])[CH2:3][CH2:4][CH2:5][CH2:6][CH2:7][CH2:8][CH2:9][CH2:10][CH2:11][CH2:12][CH2:13][CH2:14][CH2:15][CH2:16][CH3:17] |f:0.1,3.4|. Procedure details: cetyl benzyl dimethyl ammonium bromide or chloride. Reactants: NC=1C(=NC(=C(C1C(=O)OC)C(=O)OC)OC)C1=CC=CC=C1 (3-amino-4,5-dimethoxycarbonyl-6-methoxy-2-phenylpyridine), O.NN (hydrazine monohydrate), Cl (hydrochloric acid). Solvent: O (water). Reaction conditions: temperature 100 celsius. Yields the product NC1=C(N=C(C=2C(NNC(C21)=O)=O)OC)C2=CC=CC=C2 (8-Amino-5-methoxy-7-phenylpyrido[3,4-d]pyridazine-1,4(2H,3H)dione). As a reaction SMILES: [NH2:1][C:2]1[C:3]([C:18]2[CH:23]=[CH:22][CH:21]=[CH:20][CH:19]=2)=[N:4][C:5]([O:16][CH3:17])=[C:6]([C:12](OC)=[O:13])[C:7]=1[C:8](OC)=[O:9].O.[NH2:25][NH2:26].Cl>O>[NH2:1][C:2]1[C:7]2[C:8](=[O:9])[NH:26][NH:25][C:12](=[O:13])[C:6]=2[C:5]([O:16][CH3:17])=[N:4][C:3]=1[C:18]1[CH:23]=[CH:22][CH:21]=[CH:20][CH:19]=1 |f:1.2|. Procedure: To 0.8 g of 3-amino-4,5-dimethoxycarbonyl-6-methoxy-2-phenylpyridine was added 4 ml of hydrazine monohydrate. The mixture was heated at 100° C. in a stream of nitrogen for 1 hour. Under ice-cooling, water was added to the reaction mixture, followed by neutralization with hydrochloric acid for adjustment to pH 3. The resulting yellow crystalline precipitate was collected by filtration.